From a dataset of the Open Reaction Database (ORD), a public repository of structured organic reaction records. describe an organic reaction: reactants, conditions, products, and yield Reported procedure: In 10 ml of THF was dissolved 300 mg of 3,4,4a,5,8,9,10,10a-octahydro-1,4a-dimethyl-7-(1-methylethyl)-5,8-dioxo-2-phenanthrenecarboxylic acid obtained by the same extraction procedure as in Example 16, followed by addition of 16 ml of an aqueous solution containing 1.6 g of sodium dithionite, and the mixture was stirred at room temperature for 30 minutes. The reaction mixture was diluted with water and extracted with diethyl ether. The organic layer was washed with saturated aqueous sodium chlor... As a reaction SMILES: [CH3:1][C:2]1[CH:15]2[C:6]([CH3:21])([C:7]3[C:8](=[O:20])[CH:9]=[C:10]([CH:17]([CH3:19])[CH3:18])[C:11](=[O:16])[C:12]=3[CH2:13][CH2:14]2)[CH2:5][CH2:4][C:3]=1[C:22]([OH:24])=[O:23].S(S([O-])=O)([O-])=O.[Na+].[Na+]>C1COCC1.O>[OH:20][C:8]1[CH:9]=[C:10]([CH:17]([CH3:19])[CH3:18])[C:11]([OH:16])=[C:12]2[C:7]=1[C:6]1([CH3:21])[CH:15]([CH2:14][CH2:13]2)[C:2]([CH3:1])=[C:3]([C:22]([OH:24])=[O:23])[CH2:4][CH2:5]1 |f:1.2.3|. The solvent is C1CCOC1 (THF), O (water). Yields the product OC1=C2C3(CCC(=C(C3CCC2=C(C(=C1)C(C)C)O)C)C(=O)O)C (3,4,4a,9,10,10a-hexahydro-5,8-dihydroxy-1,4a-dimethyl-7-(1-methylethyl)-2-phenanthrenecarboxylic acid). Reactants: CC1=C(CCC2(C=3C(C=C(C(C3CCC12)=O)C(C)C)=O)C)C(=O)O (3,4,4a,5,8,9,10,10a-octahydro-1,4a-dimethyl-7-(1-methylethyl)-5,8-dioxo-2-phenanthrenecarboxylic acid), aqueous solution, S(=O)([O-])S(=O)[O-].[Na+].[Na+] (sodium dithionite). The yield is 96.1%. Conditions: time 30 minute. The reactants are COC1=C(C=CC(=C1)N1C(C2=C(CC1)C=C(S2)C2=CC=C(C=C2)OC)=O)OS(=O)(=O)C2=CC=C(C=C2)C (toluene-4-sulfonic acid 2-methoxy-4-[2-(4-methoxy-phenyl)-7-oxo-4,7-dihydro-5H-thieno[2,3-c]pyridin-6-yl]-phenyl ester), Cl (HCl), [OH-].[K+] (KOH), CCO (EtOH). The solvent is O (water), O (water). Product: OC1=C(C=C(C=C1)N1C(C2=C(CC1)C=C(S2)C2=CC=C(C=C2)OC)=O)OC (6-(4-Hydroxy-3-methoxy-phenyl)-2-(4-methoxy-phenyl)-5,6-dihydro-4H-thieno[2,3-c]pyridin-7-one). Isolated yield 88.2%. Reaction SMILES: [CH3:1][O:2][C:3]1[CH:8]=[C:7]([N:9]2[CH2:14][CH2:13][C:12]3[CH:15]=[C:16]([C:18]4[CH:23]=[CH:22][C:21]([O:24][CH3:25])=[CH:20][CH:19]=4)[S:17][C:11]=3[C:10]2=[O:26])[CH:6]=[CH:5][C:4]=1[O:27]S(C1C=CC(C)=CC=1)(=O)=O.[OH-].[K+].CCO.Cl>O>[OH:27][C:4]1[CH:5]=[CH:6][C:7]([N:9]2[CH2:14][CH2:13][C:12]3[CH:15]=[C:16]([C:18]4[CH:23]=[CH:22][C:21]([O:24][CH3:25])=[CH:20][CH:19]=4)[S:17][C:11]=3[C:10]2=[O:26])=[CH:8][C:3]=1[O:2][CH3:1] |f:1.2|. Procedure: Combine toluene-4-sulfonic acid 2-methoxy-4-[2-(4-methoxy-phenyl)-7-oxo-4,7-dihydro-5H-thieno[2,3-c]pyridin-6-yl]-phenyl ester (1.029 g, 1.92 mmol) and KOH (2.15 g, 38.48 mmol) with EtOH (30 mL) and water (20 mL). Reflux the reaction for 10 h and dilute with water (50 mL). Acidify with 5.0 M HCl (8 mL). Remove the organic solvent in vacuo and dilute the residue with water (10 mL). Collect the solid material by filtration and wash with water (3×10 mL) and Et2O (2×15 mL) then dry in a vacuum oven ... The reactants are C12CCCC(C(C1)C=1C=CC(=NC1)N(C)C)N2 ((−)-[5-(8-aza-bicyclo[3.2.1]oct-6-yl)-pyridine-2-yl]-dimethylamine), TEA, C(C1=CC=CC=C1)(C1=CC=CC=C1)(C1=CC=CC=C1)Cl (tritylchloride), TEA, C(C1=CC=CC=C1)(C1=CC=CC=C1)(C1=CC=CC=C1)Cl (tritylchloride). Solvent: C(Cl)(Cl)Cl (chloroform). Run at time 4 hour. Product: CN(C1=NC=C(C=C1)C1C2CCCC(C1)N2C(C2=CC=CC=C2)(C2=CC=CC=C2)C2=CC=CC=C2)C ((−)-Dimethyl-[5-(8-trityl-8-aza-bicyclo[3.2.1]oct-6-yl)-pyridine-2-yl]-amine). Isolated yield 35.1%. RXN SMILES: [CH:1]12[NH:17][CH:5]([CH:6]([C:8]3[CH:9]=[CH:10][C:11]([N:14]([CH3:16])[CH3:15])=[N:12][CH:13]=3)[CH2:7]1)[CH2:4][CH2:3][CH2:2]2.[C:18](Cl)([C:31]1[CH:36]=[CH:35][CH:34]=[CH:33][CH:32]=1)([C:25]1[CH:30]=[CH:29][CH:28]=[CH:27][CH:26]=1)[C:19]1[CH:24]=[CH:23][CH:22]=[CH:21][CH:20]=1>C(Cl)(Cl)Cl>[CH3:16][N:14]([CH3:15])[C:11]1[CH:10]=[CH:9][C:8]([CH:6]2[CH2:7][CH:1]3[N:17]([C:18]([C:19]4[CH:24]=[CH:23][CH:22]=[CH:21][CH:20]=4)([C:31]4[CH:32]=[CH:33][CH:34]=[CH:35][CH:36]=4)[C:25]4[CH:26]=[CH:27][CH:28]=[CH:29][CH:30]=4)[CH:5]2[CH2:4][CH2:3][CH2:2]3)=[CH:13][N:12]=1. Reported procedure: 217 mg (0.94 mmol, 1 eq) of (−)-[5-(8-aza-bicyclo[3.2.1]oct-6-yl)-pyridine-2-yl]-dimethylamine (VII-1) are dissolved in 1 ml of chloroform. 195 μL (1.4 mmol, 1.5 eq) of TEA and 274 mg (0.98 mmol, 1.05 eq) of tritylchloride are added. After stirring for 1 and 2.5 h at RT 195 μL (1.4 mmol, 1.5 eq) of TEA and 274 mg (0.98 mmol, 1.05 eq) of tritylchloride are added. After stirring for a total of 4 h at RT it is diluted with EE. It is washed once with water, the aqueous phase is re-extracted twice wi... Reported procedure: A solution of tetrahydro-3,5-dioxo-1H-pyrrolo-[1,2-c]imidazole-2(3H)-acetic acid methyl ester (1.0 g, 0.004 mol) in methanol, 150 ml, is saturated with anhydrous ammonia. The mixture is allowed to stand 24 hours at room temperature. The solution is concentrated at reduced pressure to yield tetrahydro-3,5-dioxo-1H-pyrrolo[1,2-c]imidazole-2(3H)-acetic acid amide. Product: O=C1N(CC2N1C(CC2)=O)CC(=O)N (tetrahydro-3,5-dioxo-1H-pyrrolo[1,2-c]imidazole-2(3H)-acetic acid amide). Run at time 24 hour. The reactants are COC(CN1C(N2C(C1)CCC2=O)=O)=O (tetrahydro-3,5-dioxo-1H-pyrrolo-[1,2-c]imidazole-2(3H)-acetic acid methyl ester), N (ammonia). As a reaction SMILES: CO[C:3](=[O:15])[CH2:4][N:5]1[CH2:9][CH:8]2[CH2:10][CH2:11][C:12](=[O:13])[N:7]2[C:6]1=[O:14].[NH3:16]>CO>[O:14]=[C:6]1[N:7]2[C:12](=[O:13])[CH2:11][CH2:10][CH:8]2[CH2:9][N:5]1[CH2:4][C:3]([NH2:16])=[O:15]. Run in CO (methanol). Starting materials: FC(C1=C(CN2CCC(CC2)C=O)C=CC(=C1)C(F)(F)F)(F)F (1-[2,4-Bis(trifluoromethyl)benzyl]piperidine-4-carbaldehyde), C1(CC1)CNC1=NC(SC1)=O (4-[(cyclopropylmethyl)amino]-1,3-thiazol-2(5H)-one), CC(C)([O-])C.[K+] (potassium tert-butoxide). Run in C(C)O (ethanol). Run at temperature 80 celsius, time 30 minute. Yields the product FC(C1=C(CN2CCC(CC2)\C=C/2\C(=NC(S2)=O)NCC2CC2)C=CC(=C1)C(F)(F)F)(F)F ((5Z)-5-({1-[2,4-bis(trifluoromethyl)benzyl]piperidin-4-yl}methylidene)-4-[(cyclopropylmethyl)amino]-1,3-thiazol-2(5H)-one). Isolated yield 62.3%. RXN SMILES: [F:1][C:2]([F:23])([F:22])[C:3]1[CH:17]=[C:16]([C:18]([F:21])([F:20])[F:19])[CH:15]=[CH:14][C:4]=1[CH2:5][N:6]1[CH2:11][CH2:10][CH:9]([CH:12]=O)[CH2:8][CH2:7]1.[CH:24]1([CH2:27][NH:28][C:29]2[CH2:33][S:32][C:31](=[O:34])[N:30]=2)[CH2:26][CH2:25]1.CC(C)([O-])C.[K+]>C(O)C>[F:23][C:2]([F:1])([F:22])[C:3]1[CH:17]=[C:16]([C:18]([F:21])([F:20])[F:19])[CH:15]=[CH:14][C:4]=1[CH2:5][N:6]1[CH2:11][CH2:10][CH:9](/[CH:12]=[C:33]2/[C:29]([NH:28][CH2:27][CH:24]3[CH2:25][CH2:26]3)=[N:30][C:31](=[O:34])[S:32]/2)[CH2:8][CH2:7]1 |f:2.3|. Procedure: 1-[2,4-Bis(trifluoromethyl)benzyl]piperidine-4-carbaldehyde (200 mg) and 4-[(cyclopropylmethyl)amino]-1,3-thiazol-2(5H)-one (100 mg) were suspended in ethanol (3 mL), potassium tert-butoxide (66.1 mg) was added, and the reaction mixture was stirred at 80° C. for 30 min. The reaction mixture was concentrated under reduced pressure, and the residue was purified by silica gel column chromatography (ethyl acetate/hexane) and recrystallized from ethyl acetate/heptane to give the title compound (180 m... The reactants are CC(C)(CC(=O)Cl)c1ccccc1, Nc1nn2cccnc2c1-c1ccc(Cl)cc1, c1ccncc1. The product is CC(C)(CC(=O)Nc1nn2cccnc2c1-c1ccc(Cl)cc1)c1ccccc1. Reaction SMILES: [CH3:1][C:2]([CH2:3][C:4](=[O:5])[Cl:6])([CH3:7])[c:8]1[cH:9][cH:10][cH:11][cH:12][cH:13]1.[Cl:14][c:15]1[cH:16][cH:17][c:18](-[c:21]2[c:22]([NH2:30])[n:23][n:24]3[c:25]2[n:26][cH:27][cH:28][cH:29]3)[cH:19][cH:20]1.[cH:31]1[cH:32][cH:33][n:34][cH:35][cH:36]1>>[CH3:1][C:2]([CH2:3][C:4](=[O:5])[NH:30][c:22]1[c:21](-[c:18]2[cH:17][cH:16][c:15]([Cl:14])[cH:20][cH:19]2)[c:25]2[n:24]([n:23]1)[cH:29][cH:28][cH:27][n:26]2)([CH3:7])[c:8]1[cH:9][cH:10][cH:11][cH:12][cH:13]1. The reactants are CC(C)(C)[O-], CC(C)O, C[SiH](C)OC(c1ccccc1C(=O)C1CC1)C(C)(C)C, [K+]. The product is C[SiH](C)OC(c1ccccc1C(O)C1CC1)C(C)(C)C. As a reaction SMILES: [CH3:1][C:2]([CH3:3])([O-:4])[CH3:5].[CH:27]([OH:28])([CH3:29])[CH3:30].[CH:7]1([C:10](=[O:11])[c:12]2[c:13]([CH:18]([O:19][SiH:20]([CH3:21])[CH3:22])[C:23]([CH3:24])([CH3:25])[CH3:26])[cH:14][cH:15][cH:16][cH:17]2)[CH2:8][CH2:9]1.[K+:6]>>[CH:7]1([CH:10]([OH:11])[c:12]2[c:13]([CH:18]([O:19][SiH:20]([CH3:21])[CH3:22])[C:23]([CH3:24])([CH3:25])[CH3:26])[cH:14][cH:15][cH:16][cH:17]2)[CH2:8][CH2:9]1. Reactants: C(C)(C)(C)[Si](OC(CCC1N(C(CC1)=O)CCCC1=CC=C(C#N)C=C1)CC1=CC=CC=C1)(C)C (4-(3-{2-[3-(tert-butyl-dimethyl-silanyloxy)-4-phenyl-butyl]-5-oxo-pyrrolidin-1-yl}-propyl)-benzonitrile), CCCC[N+](CCCC)(CCCC)CCCC.[F-] (TBAF). Product: OC(CCC1N(C(CC1)=O)CCCC1=CC=C(C#N)C=C1)CC1=CC=CC=C1 (4-{3-[2-(3-hydroxy-4-phenyl-butyl)-5-oxo-pyrrolidin-1-yl]-propyl}-benzonitrile). The yield is 79.8%. Reaction SMILES: C([Si](C)(C)[O:6][CH:7]([CH2:27][C:28]1[CH:33]=[CH:32][CH:31]=[CH:30][CH:29]=1)[CH2:8][CH2:9][CH:10]1[CH2:14][CH2:13][C:12](=[O:15])[N:11]1[CH2:16][CH2:17][CH2:18][C:19]1[CH:26]=[CH:25][C:22]([C:23]#[N:24])=[CH:21][CH:20]=1)(C)(C)C.CCCC[N+](CCCC)(CCCC)CCCC.[F-]>>[OH:6][CH:7]([CH2:27][C:28]1[CH:33]=[CH:32][CH:31]=[CH:30][CH:29]=1)[CH2:8][CH2:9][CH:10]1[CH2:14][CH2:13][C:12](=[O:15])[N:11]1[CH2:16][CH2:17][CH2:18][C:19]1[CH:20]=[CH:21][C:22]([C:23]#[N:24])=[CH:25][CH:26]=1 |f:1.2|. Reported procedure: Analogous to the procedure described for Example 1A, Step E, 4-(3-{2-[3-(tert-butyl-dimethyl-silanyloxy)-4-phenyl-butyl]-5-oxo-pyrrolidin-1-yl}-propyl)-benzonitrile (257.6 mg, 0.525 mmol) was deprotected with TBAF (1M in THF, 0.79 mL, 0.79 mmol) over 24 h. Purification by medium pressure chromatography (1:1 EtOAc: hexanes to EtOAc to 1% MeOH in CH2Cl2 to 3% MeOH in CH2Cl2) provided 4-{3-[2-(3-hydroxy-4-phenyl-butyl)-5-oxo-pyrrolidin-1-yl]-propyl}-benzonitrile (157.8 mg). 1H NMR (CDCl3) δ7.56 (m,... The reactants are polyester, C=O (formaldehyde), ClC1=CC=C(C=C1)O (parachloro phenol), C(=C)C1=NC=CC=C1 (vinyl pyridine), OC1=C(C=CC(=C1)O)CC1=C(C(=CC(=C1)Cl)CC1=C(C=C(C=C1)O)O)O (2,6-bis(2,4-dihydroxy phenyl methyl)-4-chlorophenol). Procedure: An aqueous alkaline dispersion useful as a polyester tire cord dip, the solids of the dispersion consisting essentially of a major amount by weight of a rubbery vinyl pyridine copolymer and an minor amount by weight of a heat reactable 2,6-bis(2,4-dihydroxy phenyl methyl)-4-chlorophenol composition made by the process of first reacting about 2 mols of formaldehyde with 1 mol of parachloro phenol to provide 2,6-dimethylol-4-chlorophenol which then is reacted with about 2 mols of resorcinol to giv... As a reaction SMILES: C(C1C=CC=CN=1)=C.[OH:9][C:10]1C=C(O)C=CC=1CC1C=C(Cl)C=C(CC2C=CC(O)=CC=2O)C=1O.[CH2:35]=[O:36].[Cl:37][C:38]1[CH:43]=[CH:42][C:41]([OH:44])=[CH:40][CH:39]=1>>[CH2:10]([C:42]1[CH:43]=[C:38]([Cl:37])[CH:39]=[C:40]([CH2:35][OH:36])[C:41]=1[OH:44])[OH:9]. Product: C(O)C1=C(C(=CC(=C1)Cl)CO)O (2,6-dimethylol-4-chlorophenol). Reactants: CS(=O)(=O)CCNC1=NC(SC1)=O (4-{[2-(methylsulfonyl)ethyl]amino}-1,3-thiazol-2(5H)-one), FC(C1=C(CN2CCC(CC2)C=O)C=CC(=C1)C(F)(F)F)(F)F (1-[2,4-bis(trifluoromethyl)benzyl]piperidine-4-carbaldehyde), C(C)(=O)[O-].[NH2+]1CCCCC1 (piperidinium acetate). The solvent is CC(C)O (2-propanol). Run at temperature 80 celsius, time 3 hour. The product is FC(C1=C(CN2CCC(CC2)\C=C/2\C(=NC(S2)=O)NCCS(=O)(=O)C)C=CC(=C1)C(F)(F)F)(F)F ((5Z)-5-({1-[2,4-bis(trifluoromethyl)benzyl]piperidin-4-yl}methylidene)-4-{[2-(methylsulfonyl)ethyl]amino}-1,3-thiazol-2(5H)-one). Yield: 56.4%. RXN SMILES: [CH3:1][S:2]([CH2:5][CH2:6][NH:7][C:8]1[CH2:12][S:11][C:10](=[O:13])[N:9]=1)(=[O:4])=[O:3].[F:14][C:15]([F:36])([F:35])[C:16]1[CH:30]=[C:29]([C:31]([F:34])([F:33])[F:32])[CH:28]=[CH:27][C:17]=1[CH2:18][N:19]1[CH2:24][CH2:23][CH:22]([CH:25]=O)[CH2:21][CH2:20]1.C([O-])(=O)C.[NH2+]1CCCCC1>CC(O)C>[F:36][C:15]([F:14])([F:35])[C:16]1[CH:30]=[C:29]([C:31]([F:34])([F:33])[F:32])[CH:28]=[CH:27][C:17]=1[CH2:18][N:19]1[CH2:24][CH2:23][CH:22](/[CH:25]=[C:12]2/[C:8]([NH:7][CH2:6][CH2:5][S:2]([CH3:1])(=[O:3])=[O:4])=[N:9][C:10](=[O:13])[S:11]/2)[CH2:21][CH2:20]1 |f:2.3|. Procedure details: To a solution of 4-{[2-(methylsulfonyl)ethyl]amino}-1,3-thiazol-2(5H)-one (1.39 g) and 1-[2,4-bis(trifluoromethyl)benzyl]piperidine-4-carbaldehyde (1.77 g) in 2-propanol (20 mL) was added piperidinium acetate (757 mg). The reaction mixture was stirred at 80° C. for 3 hr and concentrated under reduced pressure. Water was added to the residue, and the mixture was extracted with ethyl acetate. The extract was washed with water and saturated brine, and dried over anhydrous magnesium sulfate, and the...